This data is from the Open Reaction Database (ORD), a public repository of structured organic reaction records. The task is: describe an organic reaction: reactants, conditions, products, and yield Starting materials: C(C)(=O)OC1=CN(C2=CC=CC=C12)C(C)=O (1-acetyl-1H-indol-3-yl acetate), ethyl acetate petroleum ether, N1(CCNCC1)C(=O)OC(C)(C)C (tert-butyl piperazine-1-carboxylate), C1(=CC=C(C=C1)S(=O)(=O)O)C (p-toluenesulfonic acid). Run in C1(=CC=CC=C1)C (toluene). Run at temperature 120 celsius, time 8 hour. Yields the product C(C)(=O)N1C=C(C2=CC=CC=C12)N1CCN(CC1)C(=O)OC(C)(C)C (tert-butyl 4-(1-acetyl-1H-indol-3-yl)piperazine-1-carboxylate). RXN SMILES: C(O[C:5]1[C:13]2[C:8](=[CH:9][CH:10]=[CH:11][CH:12]=2)[N:7]([C:14](=[O:16])[CH3:15])[CH:6]=1)(=O)C.[N:17]1([C:23]([O:25][C:26]([CH3:29])([CH3:28])[CH3:27])=[O:24])[CH2:22][CH2:21][NH:20][CH2:19][CH2:18]1.C1(C)C=CC(S(O)(=O)=O)=CC=1>C1(C)C=CC=CC=1>[C:14]([N:7]1[C:8]2[C:13](=[CH:12][CH:11]=[CH:10][CH:9]=2)[C:5]([N:20]2[CH2:19][CH2:18][N:17]([C:23]([O:25][C:26]([CH3:29])([CH3:28])[CH3:27])=[O:24])[CH2:22][CH2:21]2)=[CH:6]1)(=[O:16])[CH3:15]. Procedure: Into a 150 mL sealed tube was placed a solution of 1-acetyl-1H-indol-3-yl acetate (2.5 g, 11.51 mmol) in toluene (80 mL). To this was added tert-butyl piperazine-1-carboxylate (10.71 g, 57.55 mmol). To the mixture was added p-toluenesulfonic acid (400 mg, 2.33 mmol). The resulting solution was allowed to react, with stirring, overnight while the temperature was maintained at 120° C. in a bath of oil. The reaction progress was monitored by TLC (ethyl acetate/petroleum ether=1:1). The mixture was ... Reactants: CC(Sc1cc(C(C)(C)C)c(O)c(C(C)(C)C)c1)C(=O)Cl, Cc1ccccc1, C=CC1CCC(=O)N1, [Cl-], [H-], [Na+], O. Yields the product C=CC1CCC(=O)N1C(=O)C(C)Sc1cc(C(C)(C)C)c(O)c(C(C)(C)C)c1. Reaction SMILES: [C:11]([CH3:12])([CH3:13])([CH3:14])[c:15]1[cH:16][c:17]([S:26][CH:27]([C:28](=[O:29])[Cl:30])[CH3:31])[cH:18][c:19]([C:22]([CH3:23])([CH3:24])[CH3:25])[c:20]1[OH:21].[CH3:33][c:34]1[cH:35][cH:36][cH:37][cH:38][cH:39]1.[CH:3](=[CH2:4])[CH:5]1[CH2:6][CH2:7][C:8](=[O:10])[NH:9]1.[Cl-:32].[H-:1].[Na+:2].[OH2:40]>>[CH:3](=[CH2:4])[CH:5]1[CH2:6][CH2:7][C:8](=[O:10])[N:9]1[C:28]([CH:27]([S:26][c:17]1[cH:16][c:15]([C:11]([CH3:12])([CH3:13])[CH3:14])[c:20]([OH:21])[c:19]([C:22]([CH3:23])([CH3:24])[CH3:25])[cH:18]1)[CH3:31])=[O:29].